Dataset: the Open Reaction Database (ORD), a public repository of structured organic reaction records. Task: describe an organic reaction: reactants, conditions, products, and yield As a reaction SMILES: [C:31](=[O:32])([O-:33])[O-:34].[CH3:15][O:16][c:17]1[cH:18][c:19]([B:25]([OH:26])[OH:27])[cH:20][cH:21][c:22]1[O:23][CH3:24].[CH3:38][O:39][CH2:40][CH2:41][O:42][CH3:43].[Cl:1][c:2]1[cH:3][cH:4][c:5]2[n:6]([n:7]1)[cH:8][c:9]([NH:11][C:12]([CH3:13])=[O:14])[n:10]2.[Cl:28][CH2:29][Cl:30].[K+:35].[K+:36].[OH2:37]>>[c:2]1(-[c:19]2[cH:18][c:17]([O:16][CH3:15])[c:22]([O:23][CH3:24])[cH:21][cH:20]2)[cH:3][cH:4][c:5]2[n:6]([n:7]1)[cH:8][c:9]([NH:11][C:12]([CH3:13])=[O:14])[n:10]2. The reactants are O=C([O-])[O-], COc1ccc(B(O)O)cc1OC, COCCOC, CC(=O)Nc1cn2nc(Cl)ccc2n1, ClCCl, [K+], [K+], O. Product: COc1ccc(-c2ccc3nc(NC(C)=O)cn3n2)cc1OC. The reactants are C1COCCO1, Cc1ccccc1B(O)O, COc1ccc(Br)cc1-c1ccc(F)cc1CN1C(=O)OC(c2cc(C(F)(F)F)cc(C(F)(F)F)c2)C1C, [K+], [OH-]. Yields the product COc1ccc(-c2ccccc2C)cc1-c1ccc(F)cc1CN1C(=O)OC(c2cc(C(F)(F)F)cc(C(F)(F)F)c2)C1C. Reaction SMILES: [CH2:51]1[O:52][CH2:53][CH2:54][O:55][CH2:56]1.[CH3:39][c:40]1[c:41]([B:46]([OH:47])[OH:48])[cH:42][cH:43][cH:44][cH:45]1.[F:1][C:2]([c:3]1[cH:4][c:5]([CH:13]2[CH:14]([CH3:36])[N:15]([CH2:19][c:20]3[c:21](-[c:27]4[c:28]([O:34][CH3:35])[cH:29][cH:30][c:31]([Br:33])[cH:32]4)[cH:22][cH:23][c:24]([F:26])[cH:25]3)[C:16](=[O:18])[O:17]2)[cH:6][c:7]([C:9]([F:10])([F:11])[F:12])[cH:8]1)([F:37])[F:38].[K+:50].[OH-:49]>>[F:1][C:2]([c:3]1[cH:4][c:5]([CH:13]2[CH:14]([CH3:36])[N:15]([CH2:19][c:20]3[c:21](-[c:27]4[c:28]([O:34][CH3:35])[cH:29][cH:30][c:31](-[c:41]5[c:40]([CH3:39])[cH:45][cH:44][cH:43][cH:42]5)[cH:32]4)[cH:22][cH:23][c:24]([F:26])[cH:25]3)[C:16](=[O:18])[O:17]2)[cH:6][c:7]([C:9]([F:10])([F:11])[F:12])[cH:8]1)([F:37])[F:38]. Starting materials: FC1=C(C=CC(=C1)C(C(CC#N)=O)C)C1=CC=CC=C1 (4-(2-Fluoro-4-biphenylyl)-3-oxo-pentanenitrile), Cl.NO (hydroxylamine hydrochloride). Solvent: C(C)O (ethanol), N1=CC=CC=C1 (pyridine). Run at time 8 hour. Product: NC1=CC(=NO1)C(C)C1=CC(=C(C=C1)C1=CC=CC=C1)F (5-amino-3-(1-(2-fluoro-4-biphenylyl)ethyl)isoxazole). Yield: 75.7%. Reaction SMILES: [F:1][C:2]1[CH:7]=[C:6]([CH:8]([CH3:14])[C:9](=O)[CH2:10][C:11]#[N:12])[CH:5]=[CH:4][C:3]=1[C:15]1[CH:20]=[CH:19][CH:18]=[CH:17][CH:16]=1.Cl.[NH2:22][OH:23]>C(O)C.N1C=CC=CC=1>[NH2:12][C:11]1[O:23][N:22]=[C:9]([CH:8]([C:6]2[CH:5]=[CH:4][C:3]([C:15]3[CH:20]=[CH:19][CH:18]=[CH:17][CH:16]=3)=[C:2]([F:1])[CH:7]=2)[CH3:14])[CH:10]=1 |f:1.2|. Procedure details: To 4-(2-Fluoro-4-biphenylyl)-3-oxo-pentanenitrile (2.75 g, 10.3 mmol) in ethanol (70 ml) was added hydroxylamine hydrochloride (1.1 g, 15.8 mmol) in pyridine (10 ml). After addition, the mixture was stirred at room temperature overnight, then evaporated under reduced pressure to a residue, which was chromatographed and then recrystalyzed to afford 5-amino-3-(1-(2-fluoro-4-biphenylyl)ethyl)isoxazole (2.20 g, 76% yield) as crystalline material: mp 122°-123° C. Reactants: CC#N, CCCCc1nc2c(N)nc3ccccc3c2n1CCNC(=O)OC(C)(C)C, O=C(O)C(F)(F)F. Product: CCCCc1nc2c(N)nc3ccccc3c2n1CCN. As a reaction SMILES: [CH3:36][C:37]#[N:38].[NH2:8][c:9]1[n:10][c:11]2[cH:12][cH:13][cH:14][cH:15][c:16]2[c:17]2[c:18]1[n:19][c:20]([CH2:32][CH2:33][CH2:34][CH3:35])[n:21]2[CH2:22][CH2:23][NH:24][C:25](=[O:26])[O:27][C:28]([CH3:29])([CH3:30])[CH3:31].[OH:1][C:2]([C:3]([F:4])([F:5])[F:6])=[O:7]>>[NH2:8][c:9]1[n:10][c:11]2[cH:12][cH:13][cH:14][cH:15][c:16]2[c:17]2[c:18]1[n:19][c:20]([CH2:32][CH2:33][CH2:34][CH3:35])[n:21]2[CH2:22][CH2:23][NH2:24]. The reactants are C(C)(=O)OC1=CC=CC=C1.[Na] (sodium phenyl acetate), CC(C)O (IPA), C(C1=CC=CC=C1)(=O)O.N[C@@H](CCCN)C(=O)O (L-ornithine benzoate), C(C)(=O)OC1=CC=CC=C1.[Na] (sodium phenyl acetate), C(C1=CC=CC=C1)(=O)O.N[C@@H](CCCN)C(=O)O (L-ornithine benzoate). The solvent is O (H2O), O (H2O). Conditions: temperature 4 celsius, time 30 minute. Product: C1(=CC=CC=C1)CC(=O)O.N[C@@H](CCCN)C(=O)O (L-Ornithine Phenyl Acetate). RXN SMILES: [C:1](O)(=O)[C:2]1[CH:7]=[CH:6][CH:5]=[CH:4][CH:3]=1.[NH2:10][C@H:11]([C:16]([OH:18])=[O:17])[CH2:12][CH2:13][CH2:14][NH2:15].C(OC1C=CC=CC=1)(=O)C.[Na].CC(O)C>O>[C:2]1([CH2:1][C:16]([OH:18])=[O:17])[CH:7]=[CH:6][CH:5]=[CH:4][CH:3]=1.[NH2:10][C@H:11]([C:16]([OH:18])=[O:17])[CH2:12][CH2:13][CH2:14][NH2:15] |f:0.1,2.3,6.7,^1:28|. Procedure details: 7.6 g (0.03 moles) of the L-ornithine benzoate was dissolved in 38 mL H2O and about 4.4 g of sodium phenyl acetate was dissolved 22 mL H2O. Subsequently, the sodium phenyl acetate solution was added to the L-ornithine benzoate solution and left to stir for about 10 minutes About 240 mL of IPA (8:2 IPA:H2O) was added and the solution stirred for 30 minutes before cooling to 4° C. A crystalline solid precipitated after about 3 hrs at 4° C. (L-ornithine phenyl acetate). The precipitate was isolated... Reactants: CNC1=NC(=NC=C1C(C)O)SC (1-(4-Methylamino-2-methylsulfanyl-pyrimidin-5-yl)-ethanol), S(=O)(Cl)Cl (thionyl chloride). The solvent is C(Cl)(Cl)Cl (chloroform). Product: ClC(C)C=1C(=NC(=NC1)SC)NC ([5-(1-Chloro-ethyl)-2-methylsulfanyl-pyrimidin-4-yl]-methyl-amine). Yield: 113.5%. RXN SMILES: [CH3:1][NH:2][C:3]1[C:8]([CH:9](O)[CH3:10])=[CH:7][N:6]=[C:5]([S:12][CH3:13])[N:4]=1.S(Cl)([Cl:16])=O>C(Cl)(Cl)Cl>[Cl:16][CH:9]([C:8]1[C:3]([NH:2][CH3:1])=[N:4][C:5]([S:12][CH3:13])=[N:6][CH:7]=1)[CH3:10]. Reported procedure: 0.25 g of the product from Example 11a, supra, were dissolved in 10 mL chloroform and 0.30 g thionyl chloride were added drop-wise. The mixture was refluxed for 2 hrs and evaporated to yield 0.31 g of the title product as the hydrochloride salt. Product: C(C)OC1=C(O[C@H]2[C@@H](CN(C2)CC)O)C=CC=C1 (Trans-4-(2-ethoxyphenoxy)-1-ethyl-3-pyrrolidinol). The reagents and catalysts are Cl (hydrochloric acid). Starting materials: C(C)N1CC2C(C1)O2 (1-ethyl-3,4-epoxypyrrolidine), C(C)OC1=C(C=CC=C1)O (o-ethoxyphenol). RXN SMILES: [CH2:1]([N:3]1[CH2:7][CH:6]2[O:8][CH:5]2[CH2:4]1)[CH3:2].[CH2:9]([O:11][C:12]1[CH:17]=[CH:16][CH:15]=[CH:14][C:13]=1[OH:18])[CH3:10]>Cl.C(Cl)Cl>[CH2:9]([O:11][C:12]1[CH:17]=[CH:16][CH:15]=[CH:14][C:13]=1[O:18][C@@H:6]1[CH2:7][N:3]([CH2:1][CH3:2])[CH2:4][C@H:5]1[OH:8])[CH3:10]. Procedure details: A mixture of 17.0 g. (0.15 mole) of 1-ethyl-3,4-epoxypyrrolidine, 22.1 g. (0.16 mole) of o-ethoxyphenol and 3 drops of concentrated hydrochloric acid was heated on a steam bath overnight. The oil was dissolved in methylene chloride and washed with three 50-ml. portions of 5% sodium hydroxide and one 50-ml. portion of water. The methylene chloride solution was dried over anhydrous sodium sulfate, concentrated and chromatographed on silica gel to give 8.1 g. (21%) of an oil which crystallized on s... The solvent is C(Cl)Cl (methylene chloride). Starting materials: C(C)(=O)OC(C)=O (acetic anhydride), NC=1C=CC(=C(C1)O)NC(=O)OCC1=CC=CC=C1 (5-amino-2-(benzyloxycarbonylamino)phenol). Run in O1CCOCC1 (dioxane). Reaction conditions: temperature 70 celsius. Yields the product C(C)(=O)NC=1C=CC(=C(C1)O)NC(=O)OCC1=CC=CC=C1 (5-acetamido-2-(N-benzyloxycarbonylamino)phenol). As a reaction SMILES: [C:1](OC(=O)C)(=[O:3])[CH3:2].[NH2:8][C:9]1[CH:10]=[CH:11][C:12]([NH:16][C:17]([O:19][CH2:20][C:21]2[CH:26]=[CH:25][CH:24]=[CH:23][CH:22]=2)=[O:18])=[C:13]([OH:15])[CH:14]=1>O1CCOCC1>[C:1]([NH:8][C:9]1[CH:10]=[CH:11][C:12]([NH:16][C:17]([O:19][CH2:20][C:21]2[CH:26]=[CH:25][CH:24]=[CH:23][CH:22]=2)=[O:18])=[C:13]([OH:15])[CH:14]=1)(=[O:3])[CH3:2]. Procedure details: 0.6 mole (57 ml) of acetic anhydride is added dropwise to a solution of 0.6 mole (172 g) of 5-amino-2-(benzyloxycarbonylamino)phenol in 465 ml of dioxane heated to 70° C. After the reaction medium is cooled, the expected product precipitates. When recrystallized in 96° ethanol, it melts at 205° C. Product: C(C)OC(C(CCCCCC1CCCCCC1)=C)=O (7-Cycloheptyl-2-methyleneheptanoic acid ethyl ester). Procedure: 23.7 g of 7-cycloheptyl-2-methyleneheptanoic acid ethyl ester, in the form of a colourless oil, purified by chromatography on silica gel (migrating agent: 90:10 petroleum ether/ethyl acetate), are obtained by the procedure described in Example (1b) from 35 g of 5-cycloheptylpentylmalonic acid ethyl ester, 3,8 g of paraformaldehyde, 35 ml of pyridine and 1 g of piperidine. The reactants are C(C)OC(C(C(=O)O)CCCCCC1CCCCCC1)=O (5-cycloheptylpentylmalonic acid ethyl ester), C=O (paraformaldehyde), N1CCCCC1 (piperidine). Solvent: N1=CC=CC=C1 (pyridine). Reaction SMILES: [CH2:1]([O:3][C:4](=[O:21])[CH:5]([CH2:9][CH2:10][CH2:11][CH2:12][CH2:13][CH:14]1[CH2:20][CH2:19][CH2:18][CH2:17][CH2:16][CH2:15]1)[C:6](O)=O)[CH3:2].C=O.N1CCCCC1>N1C=CC=CC=1>[CH2:1]([O:3][C:4](=[O:21])[C:5](=[CH2:6])[CH2:9][CH2:10][CH2:11][CH2:12][CH2:13][CH:14]1[CH2:15][CH2:16][CH2:17][CH2:18][CH2:19][CH2:20]1)[CH3:2]. Reactants: CC(N)C(=O)O, CS(C)=O, CC(C)Oc1ccc(-c2nc(-c3cccc4c(Cl)nccc34)no2)cc1Cl, [H-], [Na+]. The product is CC(C)Oc1ccc(-c2nc(-c3cccc4c(NC(C)C(=O)O)nccc34)no2)cc1Cl. Reaction SMILES: [CH3:1][CH:2]([NH2:3])[C:4]([OH:5])=[O:6].[CH3:36][S:37](=[O:38])[CH3:39].[Cl:9][c:10]1[n:11][cH:12][cH:13][c:14]2[c:15](-[c:20]3[n:21][o:22][c:23](-[c:25]4[cH:26][c:27]([Cl:35])[c:28]([O:31][CH:32]([CH3:33])[CH3:34])[cH:29][cH:30]4)[n:24]3)[cH:16][cH:17][cH:18][c:19]12.[H-:7].[Na+:8]>>[CH3:1][CH:2]([NH:3][c:10]1[n:11][cH:12][cH:13][c:14]2[c:15](-[c:20]3[n:21][o:22][c:23](-[c:25]4[cH:26][c:27]([Cl:35])[c:28]([O:31][CH:32]([CH3:33])[CH3:34])[cH:29][cH:30]4)[n:24]3)[cH:16][cH:17][cH:18][c:19]12)[C:4]([OH:5])=[O:6].